This data is from the Open Reaction Database (ORD), a public repository of structured organic reaction records. The task is: describe an organic reaction: reactants, conditions, products, and yield Reactants: CN1C=C(C=C1C1=CC=CC=C1)C(=S)OC (methyl 1-methyl-5-phenylthiopyrrole-3-carboxylate), C(C)N1C=C(C=C1C1=CC=CC=C1)C(=S)O (1-ethyl-5-phenylthiopyrrole-3-carboxylic acid). Yields the product CN1C=C(C=C1C1=CC=CC=C1)C(=S)O (1-Methyl-5-phenylthiopyrrole-3-carboxylic Acid). As a reaction SMILES: [CH3:1][N:2]1[C:6]([C:7]2[CH:12]=[CH:11][CH:10]=[CH:9][CH:8]=2)=[CH:5][C:4]([C:13]([O:15]C)=[S:14])=[CH:3]1.C(N1C(C2C=CC=CC=2)=CC(C(O)=S)=C1)C>>[CH3:1][N:2]1[C:6]([C:7]2[CH:12]=[CH:11][CH:10]=[CH:9][CH:8]=2)=[CH:5][C:4]([C:13]([OH:15])=[S:14])=[CH:3]1. Procedure: By the same process the corresponding 1-ethyl derivative of Example 5 is converted to 1-ethyl-5-phenylthiopyrrole-3-carboxylic acid. The reactants are IC1=NN(C2=NC=NC(=C21)N)CC=2C(=NC1=C(C=CC=C1C2)C)C2=C(C=CC=C2)C(F)(F)F (3-iodo-1-((8-methyl-2-(2-(trifluoromethyl)phenyl)quinolin-3-yl)methyl)-1H-pyrazolo[3,4-d]pyrimidin-4-amine), OC=1C=C(C=CC1)B(O)O (3-hydroxyphenylboronic acid), C([O-])([O-])=O.[Na+].[Na+] (sodium carbonate). Reagents/catalysts: C=1C=CC(=CC1)[P](C=2C=CC=CC2)(C=3C=CC=CC3)[Pd]([P](C=4C=CC=CC4)(C=5C=CC=CC5)C=6C=CC=CC6)([P](C=7C=CC=CC7)(C=8C=CC=CC8)C=9C=CC=CC9)[P](C=1C=CC=CC1)(C=1C=CC=CC1)C=1C=CC=CC1 (tetrakis(triphenylphosphine)palladium). Solvent: CN(C)C=O (DMF). Product: NC1=C2C(=NC=N1)N(N=C2C=2C=C(C=CC2)O)CC=2C(=NC1=C(C=CC=C1C2)C)C2=C(C=CC=C2)C(F)(F)F (3-(4-amino-1-((8-methyl-2-(2-(trifluoromethyl)phenyl)quinolin-3-yl)methyl)-1H-pyrazolo[3,4-d]pyrimidin-3-yl)phenol). As a reaction SMILES: I[C:2]1[C:10]2[C:5](=[N:6][CH:7]=[N:8][C:9]=2[NH2:11])[N:4]([CH2:12][C:13]2[C:14]([C:24]3[CH:29]=[CH:28][CH:27]=[CH:26][C:25]=3[C:30]([F:33])([F:32])[F:31])=[N:15][C:16]3[C:21]([CH:22]=2)=[CH:20][CH:19]=[CH:18][C:17]=3[CH3:23])[N:3]=1.[OH:34][C:35]1[CH:36]=[C:37](B(O)O)[CH:38]=[CH:39][CH:40]=1.C(=O)([O-])[O-].[Na+].[Na+]>CN(C=O)C.C1C=CC([P]([Pd]([P](C2C=CC=CC=2)(C2C=CC=CC=2)C2C=CC=CC=2)([P](C2C=CC=CC=2)(C2C=CC=CC=2)C2C=CC=CC=2)[P](C2C=CC=CC=2)(C2C=CC=CC=2)C2C=CC=CC=2)(C2C=CC=CC=2)C2C=CC=CC=2)=CC=1>[NH2:11][C:9]1[N:8]=[CH:7][N:6]=[C:5]2[N:4]([CH2:12][C:13]3[C:14]([C:24]4[CH:29]=[CH:28][CH:27]=[CH:26][C:25]=4[C:30]([F:31])([F:32])[F:33])=[N:15][C:16]4[C:21]([CH:22]=3)=[CH:20][CH:19]=[CH:18][C:17]=4[CH3:23])[N:3]=[C:2]([C:39]3[CH:40]=[C:35]([OH:34])[CH:36]=[CH:37][CH:38]=3)[C:10]=12 |f:2.3.4,^1:58,60,79,98|. Procedure details: Prepared according to Procedure J using 3-iodo-1-((8-methyl-2-(2-(trifluoromethyl)phenyl)quinolin-3-yl)methyl)-1H-pyrazolo[3,4-d]pyrimidin-4-amine (0.1 g, 0.1785 mmol, 1 eq), 3-hydroxyphenylboronic acid (0.0492 g, 0.357 mmol, 2.0 eq), tetrakis(triphenylphosphine)palladium (0.0206 g, 0.0178 mmol, 10 mol %), and sodium carbonate (2M aq. sol, 0.535 mL, 1.07 mmol, 6 eq) in DMF (1 mL). After purification, 3-(4-amino-1-((8-methyl-2-(2-(trifluoromethyl)phenyl)quinolin-3-yl)methyl)-1H-pyrazolo[3,4-d]pyr...